This data is from the Open Reaction Database (ORD), a public repository of structured organic reaction records. The task is: describe an organic reaction: reactants, conditions, products, and yield Starting materials: O=O (oxygen), C(C1=CC=CC=C1)(=O)NC(C(=O)OC)=CN(C1=CC=CC=C1)C1=CC=CC=C1 (methyl 2-benzoylamino-3-diphenylaminoacrylate). The reagents and catalysts are C1=CC=C(C=C1)P(C2=CC=CC=C2)C3=CC=CC=C3.C1=CC=C(C=C1)P(C2=CC=CC=C2)C3=CC=CC=C3.C1=CC=C(C=C1)P(C2=CC=CC=C2)C3=CC=CC=C3.[Cl-].[Rh] (tris(triphenylphosphine)rhodium(I) chloride). Reaction conditions: time 20 hour. Product: C(C1=CC=CC=C1)(=O)NC(C(=O)OC)CN(C1=CC=CC=C1)C1=CC=CC=C1 (racemic methyl 2-benzoylamino-3-diphenylaminopropionate). Reaction SMILES: O=O.[C:3]([NH:11][C:12](=[CH:17][N:18]([C:25]1[CH:30]=[CH:29][CH:28]=[CH:27][CH:26]=1)[C:19]1[CH:24]=[CH:23][CH:22]=[CH:21][CH:20]=1)[C:13]([O:15][CH3:16])=[O:14])(=[O:10])[C:4]1[CH:9]=[CH:8][CH:7]=[CH:6][CH:5]=1>C1C=CC(P(C2C=CC=CC=2)C2C=CC=CC=2)=CC=1.C1C=CC(P(C2C=CC=CC=2)C2C=CC=CC=2)=CC=1.C1C=CC(P(C2C=CC=CC=2)C2C=CC=CC=2)=CC=1.[Cl-].[Rh]>[C:3]([NH:11][CH:12]([CH2:17][N:18]([C:25]1[CH:26]=[CH:27][CH:28]=[CH:29][CH:30]=1)[C:19]1[CH:20]=[CH:21][CH:22]=[CH:23][CH:24]=1)[C:13]([O:15][CH3:16])=[O:14])(=[O:10])[C:4]1[CH:5]=[CH:6][CH:7]=[CH:8][CH:9]=1 |f:2.3.4.5.6|. Procedure: With exclusion of oxygen, an autoclave was charged with 1 g (2.68 mmol) of methyl 2-benzoylamino-3-diphenylaminoacrylate and 40 mg (0.042 mmol) of tris(triphenylphosphine)rhodium(I) chloride. After purging with argon, 40 ml of oxygen-free methanol were added. The autoclave was sealed gas-tight and the solution was hydrogenated at RT for 20 hours (h). The autoclave was decompressed and purged with nitrogen. The solvent was evaporated off under reduced pressure and the residue was chromatographed ... The reactants are COC(C1=CC=C(C=C1)N(C1CCN(CC1)C(CCNC(=O)C1=C(C=NC=C1Cl)Cl)C)CC1=CC(=CC=C1)C#N)=O (4-[(3-Cyano-benzyl)-(1-{3-[(3,5-dichloro-pyridine-4-carbonyl)-amino]-1-methyl-propyl}-piperidin-4-yl)-amino]-benzoic acid methyl ester), CNC (dimethylamine). Product: ClC1=C(C(=O)NCCC(C)N2CCC(CC2)N(C2=CC=C(C=C2)C(N(C)C)=O)CC2=CC(=CC=C2)C#N)C(=CN=C1)Cl (3,5-Dichloro-N-(3-{4-[(3-cyano-benzyl)-(4-dimethylcarbamoyl-phenyl)-amino]-piperidin-1-yl}-butyl)-isonicotinamide). Yield: 49.4%. As a reaction SMILES: C[O:2][C:3](=O)[C:4]1[CH:9]=[CH:8][C:7]([N:10]([CH2:32][C:33]2[CH:38]=[CH:37][CH:36]=[C:35]([C:39]#[N:40])[CH:34]=2)[CH:11]2[CH2:16][CH2:15][N:14]([CH:17]([CH3:31])[CH2:18][CH2:19][NH:20][C:21]([C:23]3[C:28]([Cl:29])=[CH:27][N:26]=[CH:25][C:24]=3[Cl:30])=[O:22])[CH2:13][CH2:12]2)=[CH:6][CH:5]=1.[CH3:42][NH:43][CH3:44]>>[Cl:29][C:28]1[CH:27]=[N:26][CH:25]=[C:24]([Cl:30])[C:23]=1[C:21]([NH:20][CH2:19][CH2:18][CH:17]([N:14]1[CH2:15][CH2:16][CH:11]([N:10]([CH2:32][C:33]2[CH:38]=[CH:37][CH:36]=[C:35]([C:39]#[N:40])[CH:34]=2)[C:7]2[CH:8]=[CH:9][C:4]([C:3](=[O:2])[N:43]([CH3:44])[CH3:42])=[CH:5][CH:6]=2)[CH2:12][CH2:13]1)[CH3:31])=[O:22]. Procedure details: Using general procedure K with COMPOUND 107 (36 mg, 0.06 mmol) followed by general procedure E with the resulting acid and dimethylamine (2.0M in THF, 31 μL, 0.062 mmol) afforded COMPOUND 128 as a white solid (18 mg, 50% over 2 steps). 1H NMR (CDCl3) δ 0.96-1.25 (m, 2H), 1.29 (d, 3H, J=5.7 Hz), 1.54-1.58 (m, 1H), 1.71-1.80 (m, 3H), 2.17-2.25 (m, 1H), 2.56-2.64 (m, 1H), 2.81-2.95 (m, 3H), 3.03 (s, 6H), 3.33-3.40 (m, 1H), 3.70-3.87 (m, 2H), 3.92 (s, 2H), 6.51 (d, 2H, J=8.7 Hz), 7.26-7.28 (m, 2H), ... Starting materials: BrC1=C(C=C(C=C1)C(=O)N1CCN(CC1)C1=NC=C(C=C1C)C)F ((4-bromo-3-fluorophenyl)[4-(3,5-dimethylpyridin-2-yl)piperazin-1-yl]methanone), [I-].[Na+] (sodium iodide). The reagents and catalysts are [Cu]I (copper(I) iodide). The product is CC=1C(=NC=C(C1)C)N1CCN(CC1)C(=O)C1=CC(=C(C=C1)I)F ([4-(3,5-dimethylpyridin-2-yl)piperazin-1-yl](3-fluoro-4-iodophenyl)methanone). The yield is 70.5%. As a reaction SMILES: Br[C:2]1[CH:7]=[CH:6][C:5]([C:8]([N:10]2[CH2:15][CH2:14][N:13]([C:16]3[C:21]([CH3:22])=[CH:20][C:19]([CH3:23])=[CH:18][N:17]=3)[CH2:12][CH2:11]2)=[O:9])=[CH:4][C:3]=1[F:24].[I-:25].[Na+]>[Cu]I>[CH3:22][C:21]1[C:16]([N:13]2[CH2:14][CH2:15][N:10]([C:8]([C:5]3[CH:6]=[CH:7][C:2]([I:25])=[C:3]([F:24])[CH:4]=3)=[O:9])[CH2:11][CH2:12]2)=[N:17][CH:18]=[C:19]([CH3:23])[CH:20]=1 |f:1.2|. Procedure details: Using (4-bromo-3-fluorophenyl)[4-(3,5-dimethylpyridin-2-yl)piperazin-1-yl]methanone (760 mg) described in Preparation Example 125, sodium iodide (581 mg) and copper(I) iodide (184 mg) and by the reaction and treatment in the same manner as in Preparation Example 154, the title compound (600 mg) was obtained. Starting materials: BrC=1C=C2C=3N(C(C(NC3C1)=O)=O)C(CC2)CC(=O)O (9-bromo-5-carboxymethyl-6,7-dihydro-1H, 5H-pyrido[1,2,3-de]quinoxaline-2,3-dione), C1(CCCCC1)N (cyclohexylamine). Yields the product BrC=1C=C2C=3N(C(C(NC3C1)=O)=O)C(CC2)CC(NC2CCCCC2)=O (9-Bromo-5-cyclohexylcarbamoylmethyl-6,7-dihydro-1H, 5H-pyrido[1,2,3-de]quinoxaline-2,3-dione). Yield: 86.1%. RXN SMILES: [Br:1][C:2]1[CH:3]=[C:4]2[CH2:16][CH2:15][CH:14]([CH2:17][C:18](O)=[O:19])[N:6]3[C:7](=[O:13])[C:8](=[O:12])[NH:9][C:10]([CH:11]=1)=[C:5]23.[CH:21]1([NH2:27])[CH2:26][CH2:25][CH2:24][CH2:23][CH2:22]1>>[Br:1][C:2]1[CH:3]=[C:4]2[CH2:16][CH2:15][CH:14]([CH2:17][C:18](=[O:19])[NH:27][CH:21]3[CH2:26][CH2:25][CH2:24][CH2:23][CH2:22]3)[N:6]3[C:7](=[O:13])[C:8](=[O:12])[NH:9][C:10]([CH:11]=1)=[C:5]23. Reported procedure: A procedure similar to that described in Example 5 was carried out with 9-bromo-5-carboxymethyl-6,7-dihydro-1H, 5H-pyrido[1,2,3-de]quinoxaline-2,3-dione (150 mg, 0.442 mmol) and cyclohexylamine (50 mg, 0.51 mmol) to give 160 mg of the title compound (86%): mp>270° C.; 1H NMR (270 MHz, DMSO-d6) δ12.04 bs, 1H), 7.86 (d, 1H, J=7.6 Hz), 7.21 (s, 1H), 7.15 (s, 1H), 5.03~5.18 (m, 1H), 3.43~3.60 (m, 1H), 3.03 (ddd, 1H, J=17.1, 13.5, 4.5 Hz), 2.76 (dm, 1H, J=17.1 Hz), 2.36 (dd, 1H, J=16.2, 4.5 Hz), 2.28...